Dataset: the Open Reaction Database (ORD), a public repository of structured organic reaction records. Task: describe an organic reaction: reactants, conditions, products, and yield The product is COc1ccc([N+](=O)[O-])c2c1oc1ccccc12. Reaction SMILES: [CH3:1][O:2][c:3]1[cH:4][cH:5][cH:6][c:7]2[c:8]1[o:9][c:10]1[c:11]2[cH:12][cH:13][cH:14][cH:15]1.[CH3:22][O:23][c:24]1[c:25]2[o:26][c:27]3[cH:28][cH:29][cH:30][cH:31][c:32]3[c:33]2[cH:34][cH:35][c:36]1[N+:37]([O-:38])=[O:39].[CH3:40][C:41](=[O:42])[OH:43].[Na+:21].[OH-:20].[OH2:44].[OH:16][N+:17]([O-:18])=[O:19]>>[CH3:1][O:2][c:3]1[cH:4][cH:5][c:6]([N+:17](=[O:16])[O-:18])[c:7]2[c:8]1[o:9][c:10]1[c:11]2[cH:12][cH:13][cH:14][cH:15]1. Starting materials: COc1cccc2c1oc1ccccc12, COc1c([N+](=O)[O-])ccc2c1oc1ccccc12, CC(=O)O, [Na+], [OH-], O, O=[N+]([O-])O. The reactants are Cl.C(C)N=C=NCCCN(C)C.CN(C)CCCN=C=NCC (1-(dimethylaminopropyl)-3-ethylcarbodiimide 1-ethyl-3-(3-dimethylaminopropyl)carbodiimide hydrochloride), ON1N=NC2=C1C=CC=C2 (1-hydroxybenzotriazole), CNC (dimethylamine), C(C1=CC=CC=C1)OC(=O)NCCCC(=O)O (4-(Benzyloxycarbonylamino)butyric acid). Isolated yield 82.5%. RXN SMILES: [CH2:1]([O:8][C:9]([NH:11][CH2:12][CH2:13][CH2:14][C:15]([OH:17])=O)=[O:10])[C:2]1[CH:7]=[CH:6][CH:5]=[CH:4][CH:3]=1.Cl.[CH2:19]([N:21]=[C:22]=NCCCN(C)C)C.CN(CCCN=C=NCC)C.ON1C2C=CC=CC=2N=N1.CNC>CN(C)C=O>[CH3:19][N:21]([CH3:22])[C:15]([CH2:14][CH2:13][CH2:12][NH:11][C:9](=[O:10])[O:8][CH2:1][C:2]1[CH:7]=[CH:6][CH:5]=[CH:4][CH:3]=1)=[O:17] |f:1.2.3|. Conditions: time 3 day. Procedure: 4-(Benzyloxycarbonylamino)butyric acid (0.74 g, 3.12 mmol) was dissolved in N,N-dimethylformamide, then 1-(dimethylaminopropyl)-3-ethylcarbodiimide 1-ethyl-3-(3-dimethylaminopropyl)carbodiimide hydrochloride (0.60 g, 3.13 mmol), 1-hydroxybenzotriazole (0.48 g, 3.13 mmol) and dimethylamine (2.0 M tetrahydrofuran solution, 2.40 ml, 4.80 mmol) were added, followed by stirring at room temperature for 3 days. The reaction liquid was concentrated under reduced pressure, diluted with ethyl acetate, was... Run in CN(C=O)C (N,N-dimethylformamide). Product: CN(C(=O)CCCNC(OCC1=CC=CC=C1)=O)C (Benzyl (3-dimethylcarbamoylpropyl)carbamate). The reactants are NCCN1N=C(C(=C1)NC(=O)C=1C=NN2C1N=CC=C2)C2=C(C=CC(=C2)Cl)OC(F)F (N-[1-(2-aminoethyl)-3-[5-chloro-2-(difluoromethoxy)phenyl]-1H-pyrazol-4-yl]pyrazolo[1,5-a]pyrimidine-3-carboxamide), O1C(=NC=C1)C=O (1,3-oxazole-2-carbaldehyde), [BH3-]C#N.[Na+] (NaBH3CN). Run in CO (MeOH). Reaction conditions: time 12 hour. The product is ClC=1C=CC(=C(C1)C1=NN(C=C1NC(=O)C=1C=NN2C1N=CC=C2)CCNCC=2OC=CN2)OC(F)F (N-[3-[5-chloro-2-(difluoromethoxy)phenyl]-1-[2-[(1,3-oxazol-2-ylmethyl)amino]ethyl]-1H-pyrazol-4-yl]pyrazolo[1,5-a]pyrimidine-3-carboxamide). Isolated yield 45.3%. As a reaction SMILES: [NH2:1][CH2:2][CH2:3][N:4]1[CH:8]=[C:7]([NH:9][C:10]([C:12]2[CH:13]=[N:14][N:15]3[CH:20]=[CH:19][CH:18]=[N:17][C:16]=23)=[O:11])[C:6]([C:21]2[CH:26]=[C:25]([Cl:27])[CH:24]=[CH:23][C:22]=2[O:28][CH:29]([F:31])[F:30])=[N:5]1.[O:32]1[CH:36]=[CH:35][N:34]=[C:33]1[CH:37]=O.[BH3-]C#N.[Na+]>CO>[Cl:27][C:25]1[CH:24]=[CH:23][C:22]([O:28][CH:29]([F:30])[F:31])=[C:21]([C:6]2[C:7]([NH:9][C:10]([C:12]3[CH:13]=[N:14][N:15]4[CH:20]=[CH:19][CH:18]=[N:17][C:16]=34)=[O:11])=[CH:8][N:4]([CH2:3][CH2:2][NH:1][CH2:37][C:33]3[O:32][CH:36]=[CH:35][N:34]=3)[N:5]=2)[CH:26]=1 |f:2.3|. Procedure details: To a solution of N-[1-(2-aminoethyl)-3-[5-chloro-2-(difluoromethoxy)phenyl]-1H-pyrazol-4-yl]pyrazolo[1,5-a]pyrimidine-3-carboxamide (100 mg, 0.22 mmol) in MeOH (15 mL) was added 1,3-oxazole-2-carbaldehyde (21.7 mg, 0.22 mmol), followed by NaBH3CN (16 mg, 0.25 mmol). The resulting solution was stirred at room temperature for 12 h. The resulting mixture was concentrated under vacuum. The residue was passed through a short pad of silica gel eluting with 5% MeOH in DCM. The crude product was purifie... The reactants are FC(S(=O)(=O)OC1=C(C=C(C=C1)C(CC)=O)CCC)(F)F (4-propionyl-2-propylphenyl 1,1,1-trifluoromethanesulfonate), O1C(OCC1)C=1C=CC(=C(C1)B(O)O)C (5-[1,3]dioxolan-2-yl-2-methylphenylboronic acid). Product: CC1=CC=C(C=C1C1=C(C=C(C=C1)C(CC)=O)CCC)C=O (6-Methyl-4′-propionyl-2′-propylbiphenyl-3-carbaldehyde). RXN SMILES: FC(F)(F)S(O[C:7]1[CH:12]=[CH:11][C:10]([C:13](=[O:16])[CH2:14][CH3:15])=[CH:9][C:8]=1[CH2:17][CH2:18][CH3:19])(=O)=O.[O:22]1CCO[CH:23]1[C:27]1[CH:28]=[CH:29][C:30]([CH3:36])=[C:31](B(O)O)[CH:32]=1>>[CH3:36][C:30]1[C:29]([C:7]2[CH:12]=[CH:11][C:10]([C:13](=[O:16])[CH2:14][CH3:15])=[CH:9][C:8]=2[CH2:17][CH2:18][CH3:19])=[CH:28][C:27]([CH:23]=[O:22])=[CH:32][CH:31]=1. Procedure: In a manner similar to that of Example 1(g), by reacting 2 g (6.2 mmol) of 4-propionyl-2-propylphenyl 1,1,1-trifluoromethanesulfonate with 1.2 g (8 mmol) of 5-[1,3]dioxolan-2-yl-2-methylphenylboronic acid, and after purification by chromatography on a column of silica eluted with a mixture of heptane and ethyl acetate (90/10), 1.42 g (78%) of product are obtained in the form of a pale yellow oil. The product is N#CCn1c(C(=O)O)cc2ccccc21. As a reaction SMILES: [CH2:1]([CH3:2])[O:3][C:4](=[O:5])[c:6]1[n:7]([CH2:15][C:16]#[N:17])[c:8]2[cH:9][cH:10][cH:11][cH:12][c:13]2[cH:14]1.[CH2:21]1[O:22][CH2:23][CH2:24][CH2:25]1.[Li+:19].[OH-:18].[OH2:20].[OH2:26]>>[O:3]=[C:4]([OH:5])[c:6]1[n:7]([CH2:15][C:16]#[N:17])[c:8]2[cH:9][cH:10][cH:11][cH:12][c:13]2[cH:14]1. The reactants are CCOC(=O)c1cc2ccccc2n1CC#N, C1CCOC1, [Li+], [OH-], O, O. Starting materials: C[Si](C)(C)C#CC1=CN=C2N1C1=CC=C(C=C1N=C2NCCCO)C(F)(F)F (3-({1-[(trimethylsilyl)ethynyl]-7-(trifluoromethyl)imidazo[1,2-a]quinoxalin-4-yl}amino)propan-1-ol), C([O-])([O-])=O.[K+].[K+] (potassium carbonate). Run in ClCCl (dichloromethane), CO (methanol), [Cl-].[Na+].O (brine), ClCCl (dichloromethane). Run at time 1 hour. Product: C(#C)C1=CN=C2N1C1=CC=C(C=C1N=C2NCCCO)C(F)(F)F (3-{[1-ethynyl-7-(trifluoromethyl)imidazo[1,2-a]quinoxalin-4-yl]amino}propan-1-ol). The yield is 91.2%. RXN SMILES: C[Si]([C:5]#[C:6][C:7]1[N:11]2[C:12]3[C:17]([N:18]=[C:19]([NH:20][CH2:21][CH2:22][CH2:23][OH:24])[C:10]2=[N:9][CH:8]=1)=[CH:16][C:15]([C:25]([F:28])([F:27])[F:26])=[CH:14][CH:13]=3)(C)C.C(=O)([O-])[O-].[K+].[K+]>ClCCl.CO.[Cl-].[Na+].O>[C:6]([C:7]1[N:11]2[C:12]3[C:17]([N:18]=[C:19]([NH:20][CH2:21][CH2:22][CH2:23][OH:24])[C:10]2=[N:9][CH:8]=1)=[CH:16][C:15]([C:25]([F:26])([F:27])[F:28])=[CH:14][CH:13]=3)#[CH:5] |f:1.2.3,6.7.8|. Procedure: To a solution of 3-({1-[(trimethylsilyl)ethynyl]-7-(trifluoromethyl)imidazo[1,2-a]quinoxalin-4-yl}amino)propan-1-ol (80 mg, 0.20 mmol) in dichloromethane (1 mL) and methanol (1 mL) was added potassium carbonate (136 mg, 0.98 mmol). The heterogeneous mixture was stirred under argon at room temperature for 1 h and then diluted with brine and dichloromethane. The organic layer was washed three times with brine and the combined aqueous layers were extracted three times with dichoromethane. The combi... Reaction SMILES: [NH2:1][C:2]1[C:7]([C:8]#[N:9])=[C:6]([CH:10]2[CH2:15][CH2:14][CH:13]([O:16][Si:17]([C:20]([CH3:23])([CH3:22])[CH3:21])([CH3:19])[CH3:18])[CH2:12][CH2:11]2)[C:5]([C:24]#[N:25])=[C:4]([SH:26])[N:3]=1.Cl[CH2:28][C:29]1[N:30]=[C:31]([C:34]2[CH:39]=[CH:38][C:37]([Cl:40])=[CH:36][CH:35]=2)[S:32][CH:33]=1.C(=O)(O)[O-].[Na+]>CN(C=O)C>[NH2:1][C:2]1[C:7]([C:8]#[N:9])=[C:6]([C@H:10]2[CH2:11][CH2:12][C@@H:13]([O:16][Si:17]([C:20]([CH3:22])([CH3:23])[CH3:21])([CH3:18])[CH3:19])[CH2:14][CH2:15]2)[C:5]([C:24]#[N:25])=[C:4]([S:26][CH2:28][C:29]2[N:30]=[C:31]([C:34]3[CH:39]=[CH:38][C:37]([Cl:40])=[CH:36][CH:35]=3)[S:32][CH:33]=2)[N:3]=1 |f:2.3|. Procedure: 35 mg (0.08 mmol) of the compound from Example 12A (cis isomer), 23 mg (0.09 mmol) of 4-(chloromethyl)-2-(4-chlorophenyl)-1,3-thiazole and 26 mg (0.31 mmol) of sodium bicarbonate are initially charged in 2 ml of dry DMF and stirred at RT for 20 h. The mixture is then directly purified by preparative HPLC (column: YMC GEL ODS-AQ S-5/15 μm; mobile phase gradient: acetonitrile/water 10:90→95:5). Run in CN(C)C=O (DMF). Starting materials: NC1=NC(=C(C(=C1C#N)C1CCC(CC1)O[Si](C)(C)C(C)(C)C)C#N)S (2-Amino-4-(4-{[tert-butyl(dimethyl)silyl]oxy}cyclohexyl)-6-mercaptopyridine-3,5-dicarbonitrile), ClCC=1N=C(SC1)C1=CC=C(C=C1)Cl (4-(chloromethyl)-2-(4-chlorophenyl)-1,3-thiazole), C([O-])(O)=O.[Na+] (sodium bicarbonate). Yields the product NC1=NC(=C(C(=C1C#N)[C@@H]1CC[C@@H](CC1)O[Si](C)(C)C(C)(C)C)C#N)SCC=1N=C(SC1)C1=CC=C(C=C1)Cl (2-Amino-4-(cis-4-{[tert-butyl(dimethyl)silyl]oxy}cyclohexyl)-6-({[2-(4-chlorophenyl)-1,3-thiazol-4-yl]methyl}thio)pyridine-3,5-dicarbonitrile). Run at time 20 hour. Run in C(C)(=O)O (acetic acid). Procedure: Ketal 49 (Example 31) (50 mg, 0.158 mmol) was dissolved in 2 mL of 3 N acetic acid and stirred for 4 h. Basification (pH 8.5), extraction with CHCl3 (2×5 mL), drying, and evaporation gave 29 mg (68%) of 41 as an oil. Attempted distillation resulted in decomposition and 41 failed to form a crystalline methiodide: NMR δ 7.27 (t, J=7 Hz, 1H), 6.77 (m, 3H), 5.96 (m, 1H), 3.78 (s, 3H), 2.27 (s, 3H); IR 1715, 1595, 1578 cm-1 ; mass spectrum m/e (rel intensity) 271 (100), 215 (43), 164 (48), 71 (55), 7... RXN SMILES: C[O:2][C:3]1(OC)[CH2:12][CH2:11][CH:10]2[C:5]([C:14]3[CH:19]=[CH:18][CH:17]=[C:16]([O:20][CH3:21])[CH:15]=3)([CH2:6][CH2:7][N:8]([CH3:13])[CH2:9]2)[CH2:4]1>C(O)(=O)C>[CH3:21][O:20][C:16]1[CH:15]=[C:14]([C:5]23[CH2:4][C:3](=[O:2])[CH2:12][CH2:11][CH:10]2[CH2:9][N:8]([CH3:13])[CH2:7][CH2:6]3)[CH:19]=[CH:18][CH:17]=1. Yield: 67.1%. Reaction conditions: time 4 hour. Yields the product COC=1C=C(C=CC1)C12CCN(CC2CCC(C1)=O)C (4a-(3'-Methoxyphenyl)-2-methyl-6-oxooctahydroisoquinoline). The reactants are COC1(CC2(CCN(CC2CC1)C)C1=CC(=CC=C1)OC)OC (6,6-Dimethoxy-4a-(3'-methoxyphenyl)-2-methyloctahydroisoquinoline). Starting materials: CC(C)=Cc1cc2c(c(C(F)(F)F)c1)C(=O)N1CCN(C(=O)OC(C)(C)C)CC21, CO, [H][H]. The product is CC(C)Cc1cc2c(c(C(F)(F)F)c1)C(=O)N1CCN(C(=O)OC(C)(C)C)CC21. As a reaction SMILES: [C:1]([CH3:2])([CH3:3])([CH3:4])[O:5][C:6](=[O:7])[N:8]1[CH2:9][CH:10]2[N:11]([C:12](=[O:27])[c:13]3[c:14]([C:23]([F:24])([F:25])[F:26])[cH:15][c:16]([CH:19]=[C:20]([CH3:21])[CH3:22])[cH:17][c:18]32)[CH2:28][CH2:29]1.[CH3:32][OH:33].[H:30][H:31]>>[C:1]([CH3:2])([CH3:3])([CH3:4])[O:5][C:6](=[O:7])[N:8]1[CH2:9][CH:10]2[N:11]([C:12](=[O:27])[c:13]3[c:14]([C:23]([F:24])([F:25])[F:26])[cH:15][c:16]([CH2:19][CH:20]([CH3:21])[CH3:22])[cH:17][c:18]32)[CH2:28][CH2:29]1. Starting materials: cuprous bromide, C1CCOC1 (THF), BrC1=C(C(=C(C(=C1C)OC)C)C)OC (2-bromo-3,5,6-trimethyl-1,4-dimethoxybenzene), C(C=CC)Br (crotyl bromide), C(CCC)[Li] (n-butyllithium). The solvent is O (water). Conditions: temperature -70 celsius, time 10 minute. Product: CC=1CC(C(=C(C1OC)C)C)(OC)C(CCO)C (3-(3,5,6-trimethyl-1,4-dimethoxyphenyl)-butan-1-ol). Yield: 30.0%. Reaction SMILES: [CH2:1]1[CH2:5][O:4][CH2:3][CH2:2]1.Br[C:7]1[C:12]([CH3:13])=[C:11]([O:14][CH3:15])[C:10]([CH3:16])=[C:9]([CH3:17])[C:8]=1[O:18][CH3:19].C([Li])CCC.C(Br)C=CC>O>[CH3:13][C:12]1[CH2:7][C:8]([CH:1]([CH3:5])[CH2:2][CH2:3][OH:4])([O:18][CH3:19])[C:9]([CH3:17])=[C:10]([CH3:16])[C:11]=1[O:14][CH3:15]. Procedure: A THF solution (50 ml) of 2-bromo-3,5,6-trimethyl-1,4-dimethoxybenzene (10 g, 40 mmole) was cooled to -70° C. under an atmosphere of argon, and n-butyllithium (20%, hexane solution) was added dropwise to the solution, followed by stirring at -70° C. for 10 minutes. Subsequently, cuprous bromide (5.70 g, 40 mmole) was added to the mixed solution, and the temperature of the reaction solution was raised to 0° C. The reaction solution was cooled again to -70° C., and crotyl bromide (5.4 g, 40 mmole)...